From a dataset of the Open Reaction Database (ORD), a public repository of structured organic reaction records. describe an organic reaction: reactants, conditions, products, and yield The product is Cl.N1C[C@@H](OCC1)C1=CC=C(C=C1)NC(=O)C1=NN(N=C1)C1=CC=CC=C1 ((S)—N-(4-(Morpholin-2-yl)phenyl)-2-phenyl-2H-1,2,3-triazole-4-carboxamide hydrochloride). Procedure: To a solution of (S)-tert-butyl 2-(4-(2-phenyl-2H-1,2,3-triazole-4-carboxamido)phenyl)morpholine-4-carboxylate (30 mg, 66.7 μmol, Eq: 1.00) in dioxane (2 ml) was added 4 M HCl in dioxane (250 μl, 1.00 mmol, Eq: 15). The reaction mixture was stirred at 60° C. for 48 hours. To the mixture was added 2 ml of diethyl ether and stirred for 15 min at room temperature. The mixture was filtered and concentrated in high vacuum to give the expected HCl salt as a light-yellow solid (24 mg, 93.2%). MS (ISP):... Reaction conditions: temperature 60 celsius, time 48 hour. Solvent: O1CCOCC1 (dioxane), O1CCOCC1 (dioxane). Reaction SMILES: [C:1]1([N:7]2[N:11]=[C:10]([C:12]([NH:14][C:15]3[CH:20]=[CH:19][C:18]([C@@H:21]4[O:26][CH2:25][CH2:24][N:23](C(OC(C)(C)C)=O)[CH2:22]4)=[CH:17][CH:16]=3)=[O:13])[CH:9]=[N:8]2)[CH:6]=[CH:5][CH:4]=[CH:3][CH:2]=1.[ClH:34].C(OCC)C>O1CCOCC1>[ClH:34].[NH:23]1[CH2:24][CH2:25][O:26][C@@H:21]([C:18]2[CH:19]=[CH:20][C:15]([NH:14][C:12]([C:10]3[CH:9]=[N:8][N:7]([C:1]4[CH:2]=[CH:3][CH:4]=[CH:5][CH:6]=4)[N:11]=3)=[O:13])=[CH:16][CH:17]=2)[CH2:22]1 |f:4.5|. Reactants: C(C)OCC (diethyl ether), C1(=CC=CC=C1)N1N=CC(=N1)C(=O)NC1=CC=C(C=C1)[C@H]1CN(CCO1)C(=O)OC(C)(C)C ((S)-tert-butyl 2-(4-(2-phenyl-2H-1,2,3-triazole-4-carboxamido)phenyl)morpholine-4-carboxylate), Cl (HCl). Isolated yield 93.2%. The product is FC1=C2CN(C(C2=C(C=C1)[N+](=O)[O-])=O)C (4-fluoro-2-methyl-7-nitro-2,3-dihydro-isoindol-1-one). Solvent: C1CCOC1 (THF), C1CCOC1 (THF). Reaction conditions: time 48 hour. Starting materials: COC(C1=C(C(=CC=C1[N+](=O)[O-])F)CBr)=O (2-bromomethyl-3-fluoro-6-nitro-benzoic acid methyl ester), solution, CN (methylamine). Reaction SMILES: C[O:2][C:3](=O)[C:4]1[C:9]([N+:10]([O-:12])=[O:11])=[CH:8][CH:7]=[C:6]([F:13])[C:5]=1[CH2:14]Br.[CH3:17][NH2:18]>C1COCC1>[F:13][C:6]1[CH:7]=[CH:8][C:9]([N+:10]([O-:12])=[O:11])=[C:4]2[C:5]=1[CH2:14][N:18]([CH3:17])[C:3]2=[O:2]. Procedure details: At room temperature, a solution of 2-bromomethyl-3-fluoro-6-nitro-benzoic acid methyl ester (4.48 g, 15.3 mmol) in THF (100 mL) is treated with 2M solution of methylamine in THF (23 mL, 46 mmol), and the mixture is stirred for 48 h at the room temperature. The reaction mixture is filtrated through a glass filter and the precipitates are collected and washed with ethyl acetate. The filtrate is washed with sat. aqueous solution of NaHCO3 and brine, dried over Na2SO4, and concentrated under reduced... Isolated yield 50.0%.